Dataset: the Open Reaction Database (ORD), a public repository of structured organic reaction records. Task: describe an organic reaction: reactants, conditions, products, and yield Reactants: C1(CCCC1)S(=O)(=O)C1=C(C(=O)OC)C=CC=C1 (methyl 2-(cyclopentylsulfonyl)benzoate), [BH4-].[Li+] (lithium borohydride). Solvent: O1C(CCC1)CCO (tetrahydrofuran-ethanol). Reaction conditions: temperature 60 celsius, time 3 hour. The product is C1(CCCC1)S(=O)(=O)C1=C(C=CC=C1)CO ([2-(cyclopentylsulfonyl)phenyl]methanol). Yield: 84.4%. RXN SMILES: [CH:1]1([S:6]([C:9]2[CH:18]=[CH:17][CH:16]=[CH:15][C:10]=2[C:11](OC)=[O:12])(=[O:8])=[O:7])[CH2:5][CH2:4][CH2:3][CH2:2]1.[BH4-].[Li+]>O1CCCC1CCO>[CH:1]1([S:6]([C:9]2[CH:18]=[CH:17][CH:16]=[CH:15][C:10]=2[CH2:11][OH:12])(=[O:8])=[O:7])[CH2:5][CH2:4][CH2:3][CH2:2]1 |f:1.2|. Procedure details: (Step 2) To a solution of methyl 2-(cyclopentylsulfonyl)benzoate obtained in Step 1 (4.1 g) in tetrahydrofuran-ethanol (100 ml+10 ml) was added lithium borohydride (500 mg) at 0° C. The mixture was stirred at 60° C. for 3 hr, quenched with 1N hydrochloric acid, and extracted with ethyl acetate. The extract was washed with saturated brine, dried over magnesium sulfate, and filtered. The solvent was evaporated under reduced pressure to give [2-(cyclopentylsulfonyl)phenyl]methanol (3.1 g). Solvent: C(C)#N (acetonitrile), C(C)#N (acetonitrile). The product is C1(=CC=CC=C1)[B-](CCCC)(CCCC)CCCC.FC1=CC=C(C=C1)[S+](CC(=C(C#N)C#N)C1=CC=C(C=C1)C)C1=CC=C(C=C1)F (bis(p-fluorophenyl) (3,3-dicyano-2-p-tolyl-2-propenyl)sulfonium-phenyltri-n-butylborate). As a reaction SMILES: [C:1]1([B-:7]([CH2:16][CH2:17][CH2:18][CH3:19])([CH2:12][CH2:13][CH2:14][CH3:15])[CH2:8][CH2:9][CH2:10][CH3:11])[CH:6]=[CH:5][CH:4]=[CH:3][CH:2]=1.[Li+].C1(C)C=CC(S([O-])(=O)=O)=CC=1.[F:32][C:33]1[CH:38]=[CH:37][C:36]([S+:39]([C:54]2[CH:59]=[CH:58][C:57]([F:60])=[CH:56][CH:55]=2)[CH2:40][C:41]([C:47]2[CH:52]=[CH:51][C:50]([CH3:53])=[CH:49][CH:48]=2)=[C:42]([C:45]#[N:46])[C:43]#[N:44])=[CH:35][CH:34]=1.O>C(#N)C>[C:1]1([B-:7]([CH2:12][CH2:13][CH2:14][CH3:15])([CH2:16][CH2:17][CH2:18][CH3:19])[CH2:8][CH2:9][CH2:10][CH3:11])[CH:6]=[CH:5][CH:4]=[CH:3][CH:2]=1.[F:32][C:33]1[CH:34]=[CH:35][C:36]([S+:39]([C:54]2[CH:55]=[CH:56][C:57]([F:60])=[CH:58][CH:59]=2)[CH2:40][C:41]([C:47]2[CH:52]=[CH:51][C:50]([CH3:53])=[CH:49][CH:48]=2)=[C:42]([C:45]#[N:46])[C:43]#[N:44])=[CH:37][CH:38]=1 |f:0.1,2.3,6.7|. Starting materials: C1(=CC=CC=C1)[B-](CCCC)(CCCC)CCCC.[Li+] (lithium phenyltri-n-butylborate), C1(=CC=C(C=C1)S(=O)(=O)[O-])C.FC1=CC=C(C=C1)[S+](CC(=C(C#N)C#N)C1=CC=C(C=C1)C)C1=CC=C(C=C1)F (bis(p-fluorophenyl)(3,3-dicyano-2-p-tolyl-2-propenyl)sulfonium (p-toluenesulfonate)), O (water), resultant mixture. Yield: 36.2%. Procedure: A solution of 2.38 g of lithium phenyltri-n-butylborate in 50 ml of acetonitrile was added to a solution of 5.00 g of bis(p-fluorophenyl)(3,3-dicyano-2-p-tolyl-2-propenyl)sulfonium (p-toluenesulfonate) in 100 ml of acetonitrile, and the resultant mixture was stirred at room temperature for 30 minutes. Then, 200 ml of water was added. The resultant precipitate of a yellow oily component was recovered, and 100 ml of dichloromethane was added. The dichloromethane layer was washed with water, dried ...